Dataset: the Open Reaction Database (ORD), a public repository of structured organic reaction records. Task: describe an organic reaction: reactants, conditions, products, and yield Reactants: OC1=C(C=CC=C1)C1=NN(C(=N1)C1=C(C=CC=C1)O)C1=CC=C(C(=O)O)C=C1 (4-[3,5-Bis(2-hydroxyphenyl)-[1,2,4]triazol-1-yl]benzoic acid), S(O)(O)(=O)=O (sulfuric acid), C(C)O (ethanol). The product is OC1=C(C=CC=C1)C1=NN(C(=N1)C1=C(C=CC=C1)O)C1=CC=C(C(=O)OCC)C=C1 (ethyl 4-[3,5-bis(2-hydroxy-phenyl)-[1,2,4]triazol-1-yl]benzoate). As a reaction SMILES: [OH:1][C:2]1[CH:7]=[CH:6][CH:5]=[CH:4][C:3]=1[C:8]1[N:12]=[C:11]([C:13]2[CH:18]=[CH:17][CH:16]=[CH:15][C:14]=2[OH:19])[N:10]([C:20]2[CH:28]=[CH:27][C:23]([C:24]([OH:26])=[O:25])=[CH:22][CH:21]=2)[N:9]=1.S(=O)(=O)(O)O.[CH2:34](O)[CH3:35]>>[OH:1][C:2]1[CH:7]=[CH:6][CH:5]=[CH:4][C:3]=1[C:8]1[N:12]=[C:11]([C:13]2[CH:18]=[CH:17][CH:16]=[CH:15][C:14]=2[OH:19])[N:10]([C:20]2[CH:21]=[CH:22][C:23]([C:24]([O:26][CH2:34][CH3:35])=[O:25])=[CH:27][CH:28]=2)[N:9]=1. Reported procedure: 10 g of 4-[3,5-bis(2-hydroxyphenyl)-[1,2,4]triazol-1-yl]benzoic acid (Example 5) and 0.5 ml of sulfuric acid are boiled under reflux for 20 h in 200 ml of ethanol. The crystals precipitating on cooling are crystallized from isopropanol/water. After drying, ethyl 4-[3,5-bis(2-hydroxy-phenyl)-[1,2,4]triazol-1-yl]benzoate is obtained as colorless crystals of m.p. 148-149° C. Reactants: [OH-].[K+] (Potassium hydroxide), CCO (EtOH), ClC1=CC=C(C=N1)C(=O)O (6-chloropyridine-3-carboxylic acid), aqueous solution, Cl (HCl). Solvent: CS(=O)C (DMSO). The product is C(C)OC1=CC=C(C=N1)C(=O)O (6-Ethoxypyridine-3-carboxylic acid). Isolated yield 71.0%. As a reaction SMILES: [OH-].[K+].[CH3:3][CH2:4][OH:5].Cl[C:7]1[N:12]=[CH:11][C:10]([C:13]([OH:15])=[O:14])=[CH:9][CH:8]=1.Cl>CS(C)=O>[CH2:4]([O:5][C:7]1[N:12]=[CH:11][C:10]([C:13]([OH:15])=[O:14])=[CH:9][CH:8]=1)[CH3:3] |f:0.1|. Procedure: Potassium hydroxide powder (0.373 g, 12.005 mmol) and EtOH (0.3 mL, 6.002 mmol) were added to a solution of 6-chloropyridine-3-carboxylic acid (0.473 g, 3.001 mmol) in DMSO (12 mL) at room temperature. The reaction mixture was heated at 100 C for 21 h, and cooled to room temperature. A 1M aqueous solution of HCl was added. The resulting precipitate was collected by filtration, washed with water and dried under vacuum to afford the title compound (356 mg, 71%). Method B HPLC-MS: MH+ requires m/z=... Starting materials: Cc1ccccc1C, NCc1ccccc1, O=C(O)C(O)C(O)C(=O)O. The product is O=C1C(O)C(O)C(=O)N1Cc1ccccc1. Reaction SMILES: [CH3:19][c:20]1[c:21]([CH3:22])[cH:23][cH:24][cH:25][cH:26]1.[NH2:11][CH2:12][c:13]1[cH:14][cH:15][cH:16][cH:17][cH:18]1.[OH:1][CH:2]([CH:3]([OH:4])[C:5]([OH:6])=[O:9])[C:8]([OH:7])=[O:10]>>[OH:1][CH:2]1[CH:3]([OH:4])[C:5](=[O:6])[N:11]([CH2:12][c:13]2[cH:14][cH:15][cH:16][cH:17][cH:18]2)[C:8]1=[O:10]. Reactants: [OH-].[K+] (potassium hydroxide), [Cl-].[Na+] (sodium chloride), C(CCC)C1=CC=C(S1)C1C(C1)C(=O)OCC (Ethyl 2-(5-n-butylthiophen-2-yl)-cyclopropanecarboxylate), Cl (HCl). Solvent: O (water), CO (methanol). Yields the product C(CCC)C1=CC=C(S1)C1C(C1)C(=O)O (2-(5-n-butylthiophen-2-yl)-cyclopropanecarboxylic acid). Yield: 89.2%. As a reaction SMILES: [CH2:1]([C:5]1[S:9][C:8]([CH:10]2[CH2:12][CH:11]2[C:13]([O:15]CC)=[O:14])=[CH:7][CH:6]=1)[CH2:2][CH2:3][CH3:4].[OH-].[K+].Cl.[Cl-].[Na+]>CO.O>[CH2:1]([C:5]1[S:9][C:8]([CH:10]2[CH2:12][CH:11]2[C:13]([OH:15])=[O:14])=[CH:7][CH:6]=1)[CH2:2][CH2:3][CH3:4] |f:1.2,4.5|. Procedure details: Ethyl 2-(5-n-butylthiophen-2-yl)-cyclopropanecarboxylate (12.6 g, 0.05 mol) was dissolved in methanol (70 ml) and a solution of potassium hydroxide (6.5 g, 0.12 mol) in water (70 ml) added dropwise at room temperature. The solution was refluxed for 3 hours, cooled to room temperature and carefully neutralised with 2M HCl. Saturated sodium chloride was added, the aqueous solution extracted with ethyl acetate (4×75 ml) and dried over anhydrous sodium sulphate. Removal of the solvent gave 2-(5-n-bu... The reactants are CCO, Fc1ccc(CBr)c(Cl)c1, [H-], [H][H], [Na+], C1CCOC1. Product: CCOCc1ccc(F)cc1Cl. Reaction SMILES: [CH3:3][CH2:4][OH:5].[Cl:8][c:9]1[c:10]([CH2:11][Br:12])[cH:13][cH:14][c:15]([F:17])[cH:16]1.[H-:1].[H:6][H:7].[Na+:2].[O:18]1[CH2:19][CH2:20][CH2:21][CH2:22]1>>[CH3:3][CH2:4][O:5][CH2:11][c:10]1[c:9]([Cl:8])[cH:16][c:15]([F:17])[cH:14][cH:13]1. Starting materials: ClCCl, CCCCCCC, CCOCC, CC#N, Cc1c(CCl)cccc1-c1ccccc1, CC1(C)C(C=C(Cl)C(F)(F)F)C1C(=O)O, [K+], [OH-], O. Product: Cc1c(COC(=O)C2C(C=C(Cl)C(F)(F)F)C2(C)C)cccc1-c1ccccc1. As a reaction SMILES: [CH2:41]([Cl:42])[Cl:43].[CH3:18][CH2:19][CH2:20][CH2:21][CH2:22][CH2:23][CH3:24].[CH3:44][CH2:45][O:46][CH2:47][CH3:48].[CH3:49][C:50]#[N:51].[Cl:25][CH2:26][c:27]1[c:28]([CH3:39])[c:29](-[c:33]2[cH:34][cH:35][cH:36][cH:37][cH:38]2)[cH:30][cH:31][cH:32]1.[Cl:3][C:4](=[CH:5][CH:6]1[C:7]([CH3:12])([CH3:13])[CH:8]1[C:9](=[O:10])[OH:11])[C:14]([F:15])([F:16])[F:17].[K+:2].[OH-:1].[OH2:40]>>[Cl:3][C:4](=[CH:5][CH:6]1[C:7]([CH3:12])([CH3:13])[CH:8]1[C:9](=[O:10])[O:11][CH2:26][c:27]1[c:28]([CH3:39])[c:29](-[c:33]2[cH:34][cH:35][cH:36][cH:37][cH:38]2)[cH:30][cH:31][cH:32]1)[C:14]([F:15])([F:16])[F:17]. Reactants: OBO, COc1ccccc1CNC1CCC(N(C)C(=O)OC(C)(C)C)CC1, CCN(C(C)C)C(C)C, O=C(Cl)c1sc2ccccc2c1Cl, ClCCl. Product: OBO, COc1ccccc1CN(C(=O)c1sc2ccccc2c1Cl)C1CCC(N(C)C(=O)OC(C)(C)C)CC1. As a reaction SMILES: [BH:1]([OH:2])[OH:3].[C:4](=[O:5])([O:6][C:7]([CH3:8])([CH3:9])[CH3:10])[N:11]([CH:12]1[CH2:13][CH2:14][CH:15]([NH:18][CH2:19][c:20]2[cH:21][cH:22][cH:23][cH:24][c:25]2[O:26][CH3:27])[CH2:16][CH2:17]1)[CH3:28].[CH:29]([N:30]([CH2:31][CH3:32])[CH:33]([CH3:34])[CH3:35])([CH3:36])[CH3:37].[Cl:38][c:39]1[c:40]2[c:41]([s:42][c:43]1[C:44](=[O:45])[Cl:46])[cH:47][cH:48][cH:49][cH:50]2.[Cl:51][CH2:52][Cl:53]>>[BH:1]([OH:2])[OH:3].[C:4](=[O:5])([O:6][C:7]([CH3:8])([CH3:9])[CH3:10])[N:11]([CH:12]1[CH2:13][CH2:14][CH:15]([N:18]([CH2:19][c:20]2[cH:21][cH:22][cH:23][cH:24][c:25]2[O:26][CH3:27])[C:44]([c:43]2[c:39]([Cl:38])[c:40]3[c:41]([s:42]2)[cH:47][cH:48][cH:49][cH:50]3)=[O:45])[CH2:16][CH2:17]1)[CH3:28]. The reactants are Cl[Sn]Cl (SnCl2), ClC1=C(C(=NC=C1)N[C@H](CC)COC)[N+](=O)[O-] ((R)-(4-Chloro-3-nitropyridin-2-yl)-(1-methoxymethyl-propyl)-amine), ice water. Solvent: Cl (HCl), CCOCC (ether). Run at temperature 0 celsius, time 4 hour. Product: ClC1=C(C(=NC=C1)N[C@H](CC)COC)N ((R)-4-chloro-N2-(1-methoxymethyl-propyl)-pyridine-2,3-diamine). Isolated yield 13.0%. As a reaction SMILES: [Cl:1][C:2]1[CH:7]=[CH:6][N:5]=[C:4]([NH:8][C@@H:9]([CH2:12][O:13][CH3:14])[CH2:10][CH3:11])[C:3]=1[N+:15]([O-])=O.Cl[Sn]Cl>CCOCC.Cl>[Cl:1][C:2]1[CH:7]=[CH:6][N:5]=[C:4]([NH:8][C@@H:9]([CH2:12][O:13][CH3:14])[CH2:10][CH3:11])[C:3]=1[NH2:15]. Reported procedure: (R)-(4-Chloro-3-nitropyridin-2-yl)-(1-methoxymethyl-propyl)-amine (2.09 g, 8.05 mmol) was dissolved in ether (30 mL) and cooled to 0° C. Next, SnCl2.2H20 (18.1 g, 80.5 mmol) in conc. HCl (10 mL) was added, dropwise at 0° C. and stirred at room temperature for 4 h. The reaction mixture was poured over ice water containing 50% NaOH solution (20 mL) and extracted with EtOAc (2×). The aqueous layer was filtered through celite, then extracted with EtOAc (2×). The combined organic layers were dried (N...